From a dataset of the Open Reaction Database (ORD), a public repository of structured organic reaction records. describe an organic reaction: reactants, conditions, products, and yield The reactants are BrC=1C2=C(OC1C=O)C=CC=C2 (3-bromo-2-benzo[b]furancarboxaldehyde), sulfonic acid, C(OCC)(OCC)OCC (triethyl orthoformate). Solvent: C([O-])([O-])=O.[Na+].[Na+] (sodium carbonate). Run at time 8 hour. The product is BrC=1C2=C(OC1C(OCC)OCC)C=CC=C2 (3-bromo-2-(diethoxymethyl)-benzo[b]furan). As a reaction SMILES: [Br:1][C:2]1[C:3]2[CH:12]=[CH:11][CH:10]=[CH:9][C:4]=2[O:5][C:6]=1C=O.[CH:13]([O:20][CH2:21][CH3:22])([O:17][CH2:18][CH3:19])OCC>C(=O)([O-])[O-].[Na+].[Na+]>[Br:1][C:2]1[C:3]2[CH:12]=[CH:11][CH:10]=[CH:9][C:4]=2[O:5][C:6]=1[CH:13]([O:17][CH2:18][CH3:19])[O:20][CH2:21][CH3:22] |f:2.3.4|. Procedure details: To a solution of 2.6 g of 3-bromo-2-benzo[b]furancarboxaldehyde (see M. Cugnon de Sevricourt and M. Robba, Bull. Chim. Soc. Fr., 1977, 142) in 2.7 ml of triethyl orthoformate was added 33 mg of paraoluene sulfonic acid and the solution stirred at at roon temperature overnight. The solution was diluted with a 5% sodium carbonate solution and extracted with ether. The ether extracts were dried over sodium sulfate and evaporated to give 3-bromo-2-(diethoxymethyl)-benzo[b]furan as a liquid; 1H-NMR (... The reactants are IC (iodomethane), C(=O)([O-])[O-].[K+].[K+] (K2CO3), C(C=C)C1=C(C(=CC(=C1)F)F)O (2-Allyl-4,6-difluorophenol). RXN SMILES: IC.[C:3]([O-:6])([O-])=O.[K+].[K+].[CH2:9]([C:12]1[CH:17]=[C:16]([F:18])[CH:15]=[C:14]([F:19])[C:13]=1O)[CH:10]=[CH2:11]>CC(C)=O.O>[CH2:9]([C:12]1[CH:13]=[C:14]([F:19])[CH:15]=[C:16]([F:18])[C:17]=1[O:6][CH3:3])[CH:10]=[CH2:11] |f:1.2.3|. Procedure: A solution of iodomethane (1.8 mL, 29.4 mmol), K2CO3 (2.4 grams, 17.6 mmol) and 2-Allyl-4,6-difluorophenol (1.0 grams, 5.9 mmol) in 20 mL acetone was refluxed overnight. The mixture was diluted with water and extracted with EtOAc. The organic layer was dried over sodium sulfate and concentrated. Flash chromatography (Hexane) afforded 0.67 g (63%) of the title compound. 1H NMR (400 MHz, CDCl3). S 3.36 (d, 21), 3.82 (s, 3H), 4.97-5.12 (m, 2H), 5.85-6.0 (m, 1H), 6.4-6.5 (m, 2H). The product is C(C=C)C1=C(C(=CC(=C1)F)F)OC ((2-Allyl-4,6-difluorophenyl)methyl ether). Yield: 61.7%. Run in CC(=O)C (acetone), O (water).